Dataset: the Open Reaction Database (ORD), a public repository of structured organic reaction records. Task: describe an organic reaction: reactants, conditions, products, and yield Starting materials: ClC1=C(C(=CC(=C1)C(F)(F)F)Cl)N1N=C2C(=C1)CC(C2)(F)F (2-[2,6-Dichloro-4-(trifluoromethyl)phenyl]-5,5-difluoro-2,4,5,6-tetrahydrocyclopenta[c]pyrazole), C(C)(=O)O (acetic acid). The reagents and catalysts are [O-2].[Cr+6].[O-2].[O-2] (chromium(VI) oxide). Run at temperature 50 celsius, time 12 hour. The product is ClC1=C(C(=CC(=C1)C(F)(F)F)Cl)N1N=C2C(=C1)C(C(C2)(F)F)=O (2-[2,6-Dichloro-4-(trifluoromethyl)phenyl]-5,5-difluoro-5,6-dihydrocyclopenta[c]pyrazol-4-one). Isolated yield 50.0%. RXN SMILES: [Cl:1][C:2]1[CH:7]=[C:6]([C:8]([F:11])([F:10])[F:9])[CH:5]=[C:4]([Cl:12])[C:3]=1[N:13]1[CH:17]=[C:16]2[CH2:18][C:19]([F:22])([F:21])[CH2:20][C:15]2=[N:14]1.C(O)(=[O:25])C>[O-2].[Cr+6].[O-2].[O-2]>[Cl:1][C:2]1[CH:7]=[C:6]([C:8]([F:9])([F:10])[F:11])[CH:5]=[C:4]([Cl:12])[C:3]=1[N:13]1[CH:17]=[C:16]2[C:18](=[O:25])[C:19]([F:21])([F:22])[CH2:20][C:15]2=[N:14]1 |f:2.3.4.5|. Reported procedure: To a solution of (90) (36.7 mg, 103 mmol) in 1 mL acetic acid was added chromium(VI) oxide (31 mg, 308 mmol). The mixture was stirred at 50° C. for 12 h. The mixture was then chromatographed on a silica gel TLC plate using hexane/ethyl acetate (9:1) to give (91): yield 50%: 1H NMR (400 MHz, CDCl3) δ 8.01 (s, 1H), 7.80 (s, 2H), 3.63 (t, 2H, J=11.77 Hz). Yield: 46.0%. Solvent: CCO (EtOH). Reagents/catalysts: [Zn] (zinc), [Fe] (iron). Starting materials: FC1=C(OC2=C3C(=NC=C2)C=C(S3)C3=CC=C(C=N3)CCN3C(CCC3)=O)C=CC(=C1)[N+](=O)[O-] (1-(2-(6-(7-(2-fluoro-4-nitrophenoxy)thieno[3,2-b]pyridin-2-yl)pyridin-3-yl)ethyl)pyrrolidin-2-one), [Cl-].[NH4+] (ammonium chloride), resultant mixture. As a reaction SMILES: [F:1][C:2]1[CH:31]=[C:30]([N+:32]([O-])=O)[CH:29]=[CH:28][C:3]=1[O:4][C:5]1[CH:10]=[CH:9][N:8]=[C:7]2[CH:11]=[C:12]([C:14]3[N:19]=[CH:18][C:17]([CH2:20][CH2:21][N:22]4[CH2:26][CH2:25][CH2:24][C:23]4=[O:27])=[CH:16][CH:15]=3)[S:13][C:6]=12.[Cl-].[NH4+]>CCO.[Zn].[Fe]>[NH2:32][C:30]1[CH:29]=[CH:28][C:3]([O:4][C:5]2[CH:10]=[CH:9][N:8]=[C:7]3[CH:11]=[C:12]([C:14]4[N:19]=[CH:18][C:17]([CH2:20][CH2:21][N:22]5[CH2:26][CH2:25][CH2:24][C:23]5=[O:27])=[CH:16][CH:15]=4)[S:13][C:6]=23)=[C:2]([F:1])[CH:31]=1 |f:1.2|. Yields the product NC1=CC(=C(OC2=C3C(=NC=C2)C=C(S3)C3=CC=C(C=N3)CCN3C(CCC3)=O)C=C1)F (1-(2-(6-(7-(4-amino-2-fluorophenoxy)thieno[3,2-b]pyridin-2-yl)pyridin-3-yl)ethyl)pyrrolidin-2-one). Reported procedure: To impure 293 (0.76 g, 1.6 mmol) in EtOH (75 mL) was added zinc dust (1.04 g, 15.9 mmol), iron filings (0.89 g, 16 mmol) and saturated aqueous ammonium chloride solution (2 mL). The resultant mixture was heated to reflux for 18 h, then cooled, filtered through celite, concentrated and re-dissolved in dichloromethane. The solution was washed with water, 1 M NaOH, and brine, dried (anhydrous MgSO4), filtered, concentrated and the residue was purified by silica gel chromatography (15% MeOH/chlorofo... Yields the product BrCC=1C=CC(=NC1)C=1C=CN=C2C=CC(=NC12)OC (8-(5-bromomethylpyridin-2-yl)-2-methoxy[1,5]naphthyridine). Procedure details: To a stirred solution of 2-methoxy-8-(5-methylpyridin-2-yl)[1,5]naphthyridine (1.2 g, 4.78 mmole), in dry CCl4 (150 mL) at RT was added NBS (1.02 g, 5.73 mmole) and benzoylperoxide (0.12 g, 0.48 mmole). After 18 h at reflux, the reaction contents were cooled to RT and filtered through a scintered-glass funnel washing with CHCl3. Concentration under vacuum and purification on silica (EtOAc) afforded the title compound (1.12 g, 71%) as light yellow solid: (EtOAc): LC-MS (ES) m/e 330 (M)+. The solvent is C(Cl)(Cl)(Cl)Cl (CCl4). As a reaction SMILES: [CH3:1][O:2][C:3]1[CH:12]=[CH:11][C:10]2[C:5](=[C:6]([C:13]3[CH:18]=[CH:17][C:16]([CH3:19])=[CH:15][N:14]=3)[CH:7]=[CH:8][N:9]=2)[N:4]=1.C1C(=O)N([Br:27])C(=O)C1.C(OOC(=O)C1C=CC=CC=1)(=O)C1C=CC=CC=1>C(Cl)(Cl)(Cl)Cl>[Br:27][CH2:19][C:16]1[CH:17]=[CH:18][C:13]([C:6]2[CH:7]=[CH:8][N:9]=[C:10]3[C:5]=2[N:4]=[C:3]([O:2][CH3:1])[CH:12]=[CH:11]3)=[N:14][CH:15]=1. The yield is 71.0%. The reactants are COC1=NC2=C(C=CN=C2C=C1)C1=NC=C(C=C1)C (2-methoxy-8-(5-methylpyridin-2-yl)[1,5]naphthyridine), C1CC(=O)N(C1=O)Br (NBS), C(C1=CC=CC=C1)(=O)OOC(C1=CC=CC=C1)=O (benzoylperoxide). Starting materials: C1(=CC=CC=C1)C(C(=O)O)C1=CC=CC=C1 (diphenyl acetic acid), [H-].[H-].[H-].[H-].[Li+].[Al+3] (LAH), [H-].[H-].[H-].[H-].[Li+].[Al+3] (LAH), [OH-].[Na+] (NaOH). Run in C1CCOC1 (THF). Conditions: time 1 hour. Yields the product C1(=CC=CC=C1)C(CO)C1=CC=CC=C1 (2,2-diphenyl ethanol). Isolated yield 89.5%. Reaction SMILES: [C:1]1([CH:7]([C:11]2[CH:16]=[CH:15][CH:14]=[CH:13][CH:12]=2)[C:8](O)=[O:9])[CH:6]=[CH:5][CH:4]=[CH:3][CH:2]=1.[H-].[H-].[H-].[H-].[Li+].[Al+3].[OH-].[Na+]>C1COCC1>[C:11]1([CH:7]([C:1]2[CH:2]=[CH:3][CH:4]=[CH:5][CH:6]=2)[CH2:8][OH:9])[CH:12]=[CH:13][CH:14]=[CH:15][CH:16]=1 |f:1.2.3.4.5.6,7.8|. Procedure: To a rapidly stirring solution of 8.5 g (40 mmol) diphenyl acetic acid in 100 mL dry THF, at room temperature, was added 3.04 g (80 mmol) of LAH. The suspension was stirred at room temperature for 1 hour and then cooled to 0 degrees C. The excess LAH was decomposed by slow addition of 10% NaOH (200 mL aqueous solution). The product was extracted with AcOEt, dried over MgSO4 and concentrated under vacuum to yield 7.1 g (90%) of 2,2-diphenyl ethanol (12). Reactants: O1CCOCC1 (dioxane), ClC1=C2CCOC(C2=CC=C1)C=1NCCN1 (2-(5-chloroisochroman-1-yl)-4,5-dihydro-1H-imidazole), C(C=C)[Sn](CCCC)(CCCC)CCCC (allyltributyltin), [F-].[Cs+] (CsF). The reagents and catalysts are CC(C)([P](C(C)(C)C)([Pd][P](C(C)(C)C)(C(C)(C)C)C(C)(C)C)C(C)(C)C)C (bis(tri-t-butylphosphine)palladium). The solvent is CN(C)C=O (DMF). Conditions: temperature 160 celsius. Yields the product C(C=C)C1=C2CCOC(C2=CC=C1)C=1NCCN1 (2-(5-Allylisochroman-1-yl)-4,5-dihydro-1H-imidazole). As a reaction SMILES: Cl[C:2]1[CH:11]=[CH:10][CH:9]=[C:8]2[C:3]=1[CH2:4][CH2:5][O:6][CH:7]2[C:12]1[NH:13][CH2:14][CH2:15][N:16]=1.[CH2:17]([Sn](CCCC)(CCCC)CCCC)[CH:18]=[CH2:19].[F-].[Cs+].O1CCOCC1>CC(C)([P](C(C)(C)C)([Pd][P](C(C)(C)C)(C(C)(C)C)C(C)(C)C)C(C)(C)C)C.CN(C=O)C>[CH2:19]([C:2]1[CH:11]=[CH:10][CH:9]=[C:8]2[C:3]=1[CH2:4][CH2:5][O:6][CH:7]2[C:12]1[NH:13][CH2:14][CH2:15][N:16]=1)[CH:18]=[CH2:17] |f:2.3,^1:43,49|. Procedure details: To a mixture of 2-(5-chloroisochroman-1-yl)-4,5-dihydro-1H-imidazole (50 mg), allyltributyltin (69.9 mg), CsF (70.6 mg) and bis(tri-t-butylphosphine)palladium (3.24 mg) were added dioxane (2 ml) and DMF (0.5 ml). The reaction mixture was degassed with N2 and heated in a microwave oven for 30 min at 160° C. The title compound was purified by applying methods F and G. (Yield 5.8 mg).